Dataset: the Open Reaction Database (ORD), a public repository of structured organic reaction records. Task: describe an organic reaction: reactants, conditions, products, and yield Starting materials: N(N)C=1N=CC=C2C=C(C(=NC12)C1=CC=C(C=C1)C1(CCC1)NC(OC(C)(C)C)=O)C1=CC=CC=C1 (tert-butyl {1-[4-(8-hydrazino-3-phenyl-1,7-naphthyridin-2-yl)phenyl]cyclobutyl}carbamate), C1=CN(C=N1)C(=O)N2C=CN=C2 (CDI). Run in O1CCOCC1 (1,4-dioxane), CCOC(=O)C (EtOAc). Conditions: temperature 100 celsius, time 15 hour. The product is NC1(CCC1)C1=CC=C(C=C1)C1=NC=2C=3N(C=CC2C=C1C1=CC=CC=C1)C(NN3)=O (9-[4-(1-aminocyclobutyl)phenyl]-8-phenyl[1,2,4]triazolo[4,3-h]-1,7-naphthyridin-3(2H)-one). As a reaction SMILES: [NH:1]([C:3]1[N:4]=[CH:5][CH:6]=[C:7]2[C:12]=1[N:11]=[C:10]([C:13]1[CH:18]=[CH:17][C:16]([C:19]3([NH:23]C(=O)OC(C)(C)C)[CH2:22][CH2:21][CH2:20]3)=[CH:15][CH:14]=1)[C:9]([C:31]1[CH:36]=[CH:35][CH:34]=[CH:33][CH:32]=1)=[CH:8]2)[NH2:2].C1N=CN([C:42](N2C=NC=C2)=[O:43])C=1>O1CCOCC1.CCOC(C)=O>[NH2:23][C:19]1([C:16]2[CH:15]=[CH:14][C:13]([C:10]3[C:9]([C:31]4[CH:36]=[CH:35][CH:34]=[CH:33][CH:32]=4)=[CH:8][C:7]4[CH:6]=[CH:5][N:4]5[C:42](=[O:43])[NH:2][N:1]=[C:3]5[C:12]=4[N:11]=3)=[CH:18][CH:17]=2)[CH2:22][CH2:21][CH2:20]1. Procedure: A mixture of tert-butyl {1-[4-(8-hydrazino-3-phenyl-1,7-naphthyridin-2-yl)phenyl]cyclobutyl}carbamate (7-5) (30.0 mg, 0.0620 mmol) and CDI (40.4 mg, 0.249 mmol) in 1,4-dioxane (2 mL) was stirred at 100° C. for 15 h and then cooled to room temperature. The mixture was diluted with EtOAc, washed with water, dried over sodium sulfate, filtered, and concentrated in vacuo. The residue was purified by column chromatography on silica gel. The residue was treated with HCl in MeOH and the mixture was hea... The reactants are C(=O)([O-])[O-].[Na+].[Na+] (Na2CO3), ice water, 3,N-(N,N-Dimethylaminopropyl)-1,N-ethylcarbodiimide hydrochloride, NC=1C=C2C(=NC=NC2=CC1)NC1=CC=C(C=C1)OC1=CC=CC=C1 (6-amino-4-(4-phenoxyanilino)quinazoline), C(C=C)(=O)O (acrylic acid), N1=CC=CC=C1 (pyridine). Run in O (water), CO.C(Cl)(Cl)Cl (MeOH CHCl3), C1CCOC1 (THF). Conditions: temperature 0 celsius. The product is O(C1=CC=CC=C1)C1=CC=C(NC2=NC=NC3=CC=C(C=C23)NC(C=C)=O)C=C1 (N-(4-[4-phenoxyanilino]quinazolin-6yl)acrylamide). Isolated yield 42.4%. RXN SMILES: [NH2:1][C:2]1[CH:3]=[C:4]2[C:9](=[CH:10][CH:11]=1)[N:8]=[CH:7][N:6]=[C:5]2[NH:12][C:13]1[CH:18]=[CH:17][C:16]([O:19][C:20]2[CH:25]=[CH:24][CH:23]=[CH:22][CH:21]=2)=[CH:15][CH:14]=1.[C:26](O)(=[O:29])[CH:27]=[CH2:28].N1C=CC=CC=1.C([O-])([O-])=O.[Na+].[Na+]>C1COCC1.O.CO.C(Cl)(Cl)Cl>[O:19]([C:16]1[CH:15]=[CH:14][C:13]([NH:12][C:5]2[C:4]3[C:9](=[CH:10][CH:11]=[C:2]([NH:1][C:26](=[O:29])[CH:27]=[CH2:28])[CH:3]=3)[N:8]=[CH:7][N:6]=2)=[CH:18][CH:17]=1)[C:20]1[CH:25]=[CH:24][CH:23]=[CH:22][CH:21]=1 |f:3.4.5,8.9|. Procedure details: 3,N-(N,N-Dimethylaminopropyl)-1,N-ethylcarbodiimide hydrochloride (EDAC.HCl) (385 mg, 2.0 mmol) was added in one portion to a solution of 6-amino-4-(4-phenoxyanilino)quinazoline (328 mg, 1.0 mmol), acrylic acid (148 mg, 2.04 mmol), and pyridine (165 mg, 2.1 mmol) in THF (10 mL) stirred under nitrogen at 0° C. After 4 hours at 0° C. tlc (10% MeOH/CHCl3) showed considerable SM, so the reaction mixture was stirred at 25° C. for 2 hours. The mixture was recooled to 0° C., and water (2 mL) was added ...